From a dataset of the Open Reaction Database (ORD), a public repository of structured organic reaction records. describe an organic reaction: reactants, conditions, products, and yield Starting materials: N(=NC(=O)OC)C(=O)OC (dimethyl azodicarboxylate), ON1C(C=2C(C1=O)=CC=CC2)=O (N-hydroxyphthalimide), C1(=CC=CC=C1)P(C1=CC=CC=C1)C1=CC=CC=C1 (triphenylphosphine), OCC1=CC(=NO1)C (5-hydroxymethyl-3-methylisoxazole). The solvent is O1CCCC1 (tetrahydrofuran), O1CCCC1 (tetrahydrofuran). Reaction conditions: time 30 minute. Product: CC1=NOC(=C1)CON1C(C=2C(C1=O)=CC=CC2)=O (N-(3-methylisoxazol-5-yl)methoxyphthalimide). Yield: 61.3%. RXN SMILES: [OH:1][N:2]1[C:6](=[O:7])[C:5]2=[CH:8][CH:9]=[CH:10][CH:11]=[C:4]2[C:3]1=[O:12].C1(P(C2C=CC=CC=2)C2C=CC=CC=2)C=CC=CC=1.O[CH2:33][C:34]1[O:38][N:37]=[C:36]([CH3:39])[CH:35]=1.N(C(OC)=O)=NC(OC)=O>O1CCCC1>[CH3:39][C:36]1[CH:35]=[C:34]([CH2:33][O:1][N:2]2[C:3](=[O:12])[C:4]3=[CH:11][CH:10]=[CH:9][CH:8]=[C:5]3[C:6]2=[O:7])[O:38][N:37]=1. Reported procedure: 8.17 g of N-hydroxyphthalimide and 23.9 g of triphenylphosphine were added to a solution of 5.15 g of 5-hydroxymethyl-3-methylisoxazole in 245 ml of tetrahydrofuran. A solution of 13.3 g of dimethyl azodicarboxylate in 20 ml of tetrahydrofuran was then added dropwise at room temperature under an atmosphere of nitrogen to the resulting solution. The mixture was then allowed to stand for 30 minutes, after which the solvent was removed by distillation under reduced pressure. The resulting residue w... Starting materials: C1(=CC=CC=C1)C(O)(C1CCNCC1)C1=CC=CC=C1 (α,α -diphenyl-4-piperidinemethanol), ClCCCC(=O)C1=CC=C(C=C1)F (4-chloro-4' -fluorobutyrophenone), [I-].[K+] (potassium iodide), C([O-])(O)=O.[Na+] (sodium bicarbonate). The solvent is C1(=CC=CC=C1)C (toluene). Product: Cl.FC1=CC=C(C=C1)C(CCCN1CCC(CC1)C(C1=CC=CC=C1)(C1=CC=CC=C1)O)=O (4' -Fluoro-4-[4-(α -hydroxy-α -phenylbenzyl)piperidino] -butyrophenone hydrochloride). Reaction SMILES: [C:1]1([C:7]([C:15]2[CH:20]=[CH:19][CH:18]=[CH:17][CH:16]=2)([CH:9]2[CH2:14][CH2:13][NH:12][CH2:11][CH2:10]2)[OH:8])[CH:6]=[CH:5][CH:4]=[CH:3][CH:2]=1.[Cl:21][CH2:22][CH2:23][CH2:24][C:25]([C:27]1[CH:32]=[CH:31][C:30]([F:33])=[CH:29][CH:28]=1)=[O:26].[I-].[K+].C(=O)(O)[O-].[Na+]>C1(C)C=CC=CC=1>[ClH:21].[F:33][C:30]1[CH:29]=[CH:28][C:27]([C:25](=[O:26])[CH2:24][CH2:23][CH2:22][N:12]2[CH2:13][CH2:14][CH:9]([C:7]([OH:8])([C:15]3[CH:20]=[CH:19][CH:18]=[CH:17][CH:16]=3)[C:1]3[CH:2]=[CH:3][CH:4]=[CH:5][CH:6]=3)[CH2:10][CH2:11]2)=[CH:32][CH:31]=1 |f:2.3,4.5,7.8|. Procedure: A mixture of 26.73 g (0.1 mole) of α,α -diphenyl-4-piperidinemethanol, 22 g (0.11 mole) of 4-chloro-4' -fluorobutyrophenone, a trace of potassium iodide and 13.5 g (0.16 mole) of sodium bicarbonate in 500 ml of toluene was refluxed for 21/2 days. The mixture was filtered, and the filtrate was cooled. The resulting solid was converted by generally known methods to the hydrochloride salt which was recrystallized from methanol and butanone to give the desired product, M.P. 224.5°-225.5° C. Reactants: CC(C)(C)c1cccc(NC(=O)C2CCc3ccc(Oc4ccnc(-c5nc(C=O)c[nH]5)c4)cc3C2)c1, CC(C)(C)O, CC=C(C)C, CC#N, [O-][Cl+][O-], [Na+], [Na+], O, O=P([O-])(O)O. Product: CC(C)(C)c1cccc(NC(=O)C2CCc3ccc(Oc4ccnc(-c5nc(C(=O)O)c[nH]5)c4)cc3C2)c1. RXN SMILES: [C:1]([CH3:2])([CH3:3])([CH3:4])[c:5]1[cH:6][c:7]([NH:11][C:12](=[O:13])[CH:14]2[CH2:15][c:16]3[cH:17][c:18]([O:24][c:25]4[cH:26][c:27](-[c:31]5[nH:32][cH:33][c:34]([CH:36]=[O:37])[n:35]5)[n:28][cH:29][cH:30]4)[cH:19][cH:20][c:21]3[CH2:22][CH2:23]2)[cH:8][cH:9][cH:10]1.[C:56]([OH:57])([CH3:58])([CH3:59])[CH3:60].[CH3:48][C:49](=[CH:50][CH3:51])[CH3:52].[CH3:53][C:54]#[N:55].[Cl+:38]([O-:39])[O-:40].[Na+:41].[Na+:42].[OH2:61].[OH:43][P:44](=[O:45])([O-:46])[OH:47]>>[C:1]([CH3:2])([CH3:3])([CH3:4])[c:5]1[cH:6][c:7]([NH:11][C:12](=[O:13])[CH:14]2[CH2:15][c:16]3[cH:17][c:18]([O:24][c:25]4[cH:26][c:27](-[c:31]5[nH:32][cH:33][c:34]([C:36](=[O:37])[OH:39])[n:35]5)[n:28][cH:29][cH:30]4)[cH:19][cH:20][c:21]3[CH2:22][CH2:23]2)[cH:8][cH:9][cH:10]1. Product: Nc1ccc(F)c(F)c1O. As a reaction SMILES: [CH3:13][OH:14].[F:1][c:2]1[c:3]([OH:12])[c:4]([N+:9]([O-:10])=[O:11])[cH:5][cH:6][c:7]1[F:8]>>[F:1][c:2]1[c:3]([OH:12])[c:4]([NH2:9])[cH:5][cH:6][c:7]1[F:8]. The reactants are CO, O=[N+]([O-])c1ccc(F)c(F)c1O. RXN SMILES: [Cl:13][C:14]([Cl:15])=[O:16].[Cl:17][c:18]1[cH:19][cH:20][cH:21][cH:22][cH:23]1.[ClH:12].[NH2:1][c:2]1[cH:3][c:4]([O:10][CH3:11])[c:5]([O:8][CH3:9])[cH:6][cH:7]1>>[N:1]([c:2]1[cH:3][c:4]([O:10][CH3:11])[c:5]([O:8][CH3:9])[cH:6][cH:7]1)=[C:14]=[O:16]. The reactants are O=C(Cl)Cl, Clc1ccccc1, Cl, COc1ccc(N)cc1OC. The product is COc1ccc(N=C=O)cc1OC.